From a dataset of the Open Reaction Database (ORD), a public repository of structured organic reaction records. describe an organic reaction: reactants, conditions, products, and yield Reactants: ketal, C=C1CCC(CC1)C1=CC(=C(C(=C1)F)F)F (4-methylene-1-(3,4,5-trifluorophenyl)-cyclohexane), C1(CCC(CC1)=O)=O (cyclohexane-1,4-dione), FC=1C=C(C=C(C1F)F)[Mg]Br (3,4,5-trifluorophenylmagnesium bromide), monoethylene ketal, ClC(C(=O)Cl)(Cl)Cl (trichloroacetyl chloride). Run in O (water). Yields the product FC=1C=C(C=C(C1F)F)C1CCC2(CCC2(Cl)Cl)CC1 (7-(3,4,5-Trifluorophenyl)-1,1-dichlorospiro[3.5]-nonane). As a reaction SMILES: [CH2:1]=[C:2]1[CH2:7][CH2:6][CH:5]([C:8]2[CH:13]=[C:12]([F:14])[C:11]([F:15])=[C:10]([F:16])[CH:9]=2)[CH2:4][CH2:3]1.FC1C=C([Mg]Br)C=C(F)C=1F.C1(=O)CCC(=O)CC1.[Cl:36][C:37](Cl)([Cl:41])[C:38](Cl)=O>O>[F:16][C:10]1[CH:9]=[C:8]([CH:5]2[CH2:6][CH2:7][C:2]3([C:37]([Cl:41])([Cl:36])[CH2:38][CH2:1]3)[CH2:3][CH2:4]2)[CH:13]=[C:12]([F:14])[C:11]=1[F:15]. Reported procedure: 0.1 mol of 4-methylene-1-(3,4,5-trifluorophenyl)-cyclohexane (obtainable by reacting 3,4,5-trifluorophenylmagnesium bromide with the monoethylene ketal of cyclohexane-1,4-dione followed by elimination of water, hydrogenation and ketal cleavage) and 0.1 mol of trichloroacetyl chloride are reacted in accordance with Example 1B. Reactants: C1COCCO1, COC(=O)C(N)CC(C)C, O=C(Cl)OCc1ccccc1, Cl, [Na+], [Na+], O=C([O-])[O-]. The product is COC(=O)C(CC(C)C)NC(=O)OCc1ccccc1. As a reaction SMILES: [CH2:29]1[O:30][CH2:31][CH2:32][O:33][CH2:34]1.[CH3:2][O:3][C:4]([CH:5]([NH2:6])[CH2:7][CH:8]([CH3:9])[CH3:10])=[O:11].[Cl:18][C:19](=[O:20])[O:21][CH2:22][c:23]1[cH:24][cH:25][cH:26][cH:27][cH:28]1.[ClH:1].[Na+:12].[Na+:13].[O-:14][C:15](=[O:16])[O-:17]>>[CH3:2][O:3][C:4]([CH:5]([NH:6][C:19](=[O:20])[O:21][CH2:22][c:23]1[cH:24][cH:25][cH:26][cH:27][cH:28]1)[CH2:7][CH:8]([CH3:9])[CH3:10])=[O:11]. Reactants: N1CCOCC1 (morpholine), ClC1=C(C=C(C=C1)[N+](=O)[O-])OC (1-chloro-2-methoxy-4-nitro-benzene). Reaction conditions: temperature 100 celsius. Product: COC1=C(C=CC(=C1)[N+](=O)[O-])N1CCOCC1 (4-(2-Methoxy-4-nitro-phenyl)-morpholine). The yield is 18.6%. RXN SMILES: [NH:1]1[CH2:6][CH2:5][O:4][CH2:3][CH2:2]1.Cl[C:8]1[CH:13]=[CH:12][C:11]([N+:14]([O-:16])=[O:15])=[CH:10][C:9]=1[O:17][CH3:18]>>[CH3:18][O:17][C:9]1[CH:10]=[C:11]([N+:14]([O-:16])=[O:15])[CH:12]=[CH:13][C:8]=1[N:1]1[CH2:6][CH2:5][O:4][CH2:3][CH2:2]1. Procedure: Mix morpholine (1.50 mL, 17.20 mmol) and 1-chloro-2-methoxy-4-nitro-benzene (1.06 g, 5.65 mmol) and heat to 100° C. for 4 h while stirring. Cool the solution to room temperature, then partition between EtOAc (40 mL) and 1N HCl (20 mL). Wash the organic solution with water (20 mL) and brine (20 mL), dry, filter, and concentrate. Purify the crude material by flash chromatography, using a linear gradient of 100% hexanes to 50% EtOAc/hexanes, to give the title compound as a yellow solid (250 mg, 18%... The product is OC1=C(C=C(C=C1)C=CC1=NC2=CC=CC=C2C=C1)OC (2-[2-(4-hydroxy-3-methoxyphenyl)-ethenyl]-quinoline). RXN SMILES: [CH3:1][C:2]1[CH:11]=[CH:10][C:9]2[C:4](=[CH:5][CH:6]=[CH:7][CH:8]=2)[N:3]=1.[CH3:12][O:13][C:14]1[CH:19]=[C:18]([CH:20]=O)[CH:17]=[CH:16][C:15]=1[OH:22]>C(OC(=O)C)(=O)C>[OH:22][C:15]1[CH:16]=[CH:17][C:18]([CH:20]=[CH:1][C:2]2[CH:11]=[CH:10][C:9]3[C:4](=[CH:5][CH:6]=[CH:7][CH:8]=3)[N:3]=2)=[CH:19][C:14]=1[O:13][CH3:12]. Reported procedure: In 61.34 g of acetic anhydride, 34.40 g of 2-methylquinoline and 36.57 g of vanilin were allowed to react with each other under reflux for 16 hours, and 50 cm3 of acetic acid was expelled by distillation. The residue and 250 cm3 of 3 N hydrochloric acid added thereto were heated for one hour. The heated mixture was cooled to deposit crystals, which were separated by filtration. The crystals were suspended in aqueous ammonia and stirred for one hour to expel hydrogen chloride from the crystals. T... Conditions: time 1 hour. Solvent: C(C)(=O)OC(C)=O (acetic anhydride). Reactants: CC1=NC2=CC=CC=C2C=C1 (2-methylquinoline), COC1=C(C=CC(=C1)C=O)O (vanilin). Yield: 63.0%.